This data is from the Open Reaction Database (ORD), a public repository of structured organic reaction records. The task is: describe an organic reaction: reactants, conditions, products, and yield Starting materials: [O-][n+]1cccc2c(CO)ccc(OCc3ccccc3)c21, ClCCl, O=[Cr](=O)([O-])Cl, c1cc[nH+]cc1. Product: O=Cc1ccc(OCc2ccccc2)c2c1ccc[n+]2[O-]. Reaction SMILES: [CH2:1]([c:2]1[cH:3][cH:4][cH:5][cH:6][cH:7]1)[O:8][c:9]1[cH:10][cH:11][c:12]([CH2:20][OH:21])[c:13]2[cH:14][cH:15][cH:16][n+:17]([O-:19])[c:18]12.[CH2:33]([Cl:34])[Cl:35].[O:22]=[Cr:23]([Cl:24])([O-:25])=[O:26].[nH+:27]1[cH:28][cH:29][cH:30][cH:31][cH:32]1>>[CH2:1]([c:2]1[cH:3][cH:4][cH:5][cH:6][cH:7]1)[O:8][c:9]1[cH:10][cH:11][c:12]([CH:20]=[O:21])[c:13]2[cH:14][cH:15][cH:16][n+:17]([O-:19])[c:18]12. Starting materials: C(C)(C)C=1C=CC2=C(N=CN=C2NC=2C=C(C(=O)Cl)C=CC2SC2=CC=C(C=C2)OC)N1 (3-(7-Isopropyl-pyrido[2,3-d]pyrimidin-4-ylamino)-4-(4-methoxy-phenylsulfanyl)-benzoyl chloride), FC(C=1C=C(N)C=CC1)(F)F (3-(trifluoromethyl)aniline), NC1=CC=C(C(=C1)O)C (5-amino-o-cresol). Run in CO (methanol). Product: C(C)(C)C=1C=CC2=C(N=CN=C2NC=2C=C(C(=O)NC3=CC(=CC=C3)C(F)(F)F)C=CC2SC2=CC=C(C=C2)OC)N1 (3-(7-Isopropyl-pyrido[2,3-d]pyrimidin-4-ylamino)-4-(4-methoxy-phenylsulfanyl)-N-(3-trifluoromethyl-phenyl)-benzamide). Reaction SMILES: [CH:1]([C:4]1[CH:5]=[CH:6][C:7]2[C:12]([NH:13][C:14]3[CH:15]=[C:16]([CH:20]=[CH:21][C:22]=3[S:23][C:24]3[CH:29]=[CH:28][C:27]([O:30][CH3:31])=[CH:26][CH:25]=3)[C:17](Cl)=[O:18])=[N:11][CH:10]=[N:9][C:8]=2[N:32]=1)([CH3:3])[CH3:2].[F:33][C:34]([F:43])([F:42])[C:35]1[CH:36]=[C:37]([CH:39]=[CH:40][CH:41]=1)[NH2:38].NC1C=C(O)C(C)=CC=1>CO>[CH:1]([C:4]1[CH:5]=[CH:6][C:7]2[C:12]([NH:13][C:14]3[CH:15]=[C:16]([CH:20]=[CH:21][C:22]=3[S:23][C:24]3[CH:29]=[CH:28][C:27]([O:30][CH3:31])=[CH:26][CH:25]=3)[C:17]([NH:38][C:37]3[CH:39]=[CH:40][CH:41]=[C:35]([C:34]([F:33])([F:42])[F:43])[CH:36]=3)=[O:18])=[N:11][CH:10]=[N:9][C:8]=2[N:32]=1)([CH3:3])[CH3:2]. Procedure: The product from Example 14B was reacted with 3-(trifluoromethyl)aniline according to the procedure from Example 14C substituting 3-(trifluoromethyl)aniline for 5-amino-o-cresol to provide the title compound as an off white solid after trituration of the reaction product from methanol (73 mg, 77%). 1 H NMR (300 MHz, DMSO-D6) δ ppm: 10.54 (s, 1 H), 8.93 (d, J=8.46 Hz, 1 H), 8.67 (s, 1 H), 8.22 (s, 1 H), 8.04 (d, J=8.09 Hz, 1 H), 7.99 (s, 1 H), 7.85 (d, J=7.72 Hz, 1 H), 7.74 (d, J=8.46 Hz, 1 H), 7...